This data is from the Open Reaction Database (ORD), a public repository of structured organic reaction records. The task is: describe an organic reaction: reactants, conditions, products, and yield Starting materials: NC1=NC=C(C(=N)NO)C=C1 (6-amino-N-hydroxy-nicotinamidine), FC(C1=CC(=NC(=C1)C1=CC=C(C=C1)C(F)(F)F)C(=O)O)(F)F (4-trifluoromethyl-6-(4-trifluoromethyl-phenyl)-pyridine-2-carboxylic acid). Yields the product FC(C1=CC(=NC(=C1)C1=CC=C(C=C1)C(F)(F)F)C1=NC(=NO1)C=1C=CC(=NC1)N)(F)F (5-{5-[4-Trifluoromethyl-6-(4-trifluoromethyl-phenyl)-pyridin-2-yl]-[1,2,4]oxadiazol-3-yl}-pyridin-2-ylamine), solid. Isolated yield 12.0%. As a reaction SMILES: [NH2:1][C:2]1[CH:11]=[CH:10][C:5]([C:6]([NH:8][OH:9])=[NH:7])=[CH:4][N:3]=1.[F:12][C:13]([F:34])([F:33])[C:14]1[CH:19]=[C:18]([C:20]2[CH:25]=[CH:24][C:23]([C:26]([F:29])([F:28])[F:27])=[CH:22][CH:21]=2)[N:17]=[C:16]([C:30](O)=O)[CH:15]=1>>[F:34][C:13]([F:12])([F:33])[C:14]1[CH:19]=[C:18]([C:20]2[CH:25]=[CH:24][C:23]([C:26]([F:27])([F:28])[F:29])=[CH:22][CH:21]=2)[N:17]=[C:16]([C:30]2[O:9][N:8]=[C:6]([C:5]3[CH:10]=[CH:11][C:2]([NH2:1])=[N:3][CH:4]=3)[N:7]=2)[CH:15]=1. Procedure: The title compound was prepared from 6-amino-N-hydroxy-nicotinamidine (example C.3) (0.128 g, 0.60 mmol) and 4-trifluoromethyl-6-(4-trifluoromethyl-phenyl)-pyridine-2-carboxylic acid (example D.12) (0.135 g, 0.403 mmol) according to the general procedure V. Obtained as a light yellow solid (0.022 g, 12%). MS (ISP) 452.1 [(M+H)+]; mp 229° C. The reactants are OC(=S)c1ccccc1, CN(C)C=O, CCOC(C)=O, [H-], [Na+], Cc1ccc(S(=O)(=O)OCCCC(C)(C)NC(=O)OCc2ccc([N+](=O)[O-])cc2)cc1. The product is CC(C)(CCCSC(=O)c1ccccc1)NC(=O)OCc1ccc([N+](=O)[O-])cc1. As a reaction SMILES: [C:1]([c:2]1[cH:3][cH:4][cH:5][cH:6][cH:7]1)(=[S:8])[OH:9].[CH3:43][N:44]([CH3:45])[CH:46]=[O:47].[CH3:48][CH2:49][O:50][C:51](=[O:52])[CH3:53].[H-:10].[Na+:11].[c:12]1([CH3:13])[cH:14][cH:15][c:16]([S:17]([O:18][CH2:22][CH2:23][CH2:24][C:25]([CH3:26])([NH:27][C:28](=[O:29])[O:30][CH2:31][c:32]2[cH:33][cH:34][c:35]([N+:38](=[O:39])[O-:40])[cH:36][cH:37]2)[CH3:41])(=[O:19])=[O:20])[cH:21][cH:42]1>>[C:1]([c:2]1[cH:3][cH:4][cH:5][cH:6][cH:7]1)([S:8][CH2:22][CH2:23][CH2:24][C:25]([CH3:26])([NH:27][C:28](=[O:29])[O:30][CH2:31][c:32]1[cH:33][cH:34][c:35]([N+:38](=[O:39])[O-:40])[cH:36][cH:37]1)[CH3:41])=[O:9]. Reactants: O=C(OC(=O)C(F)(F)F)C(F)(F)F, O=C([O-])C(F)(F)F, [K+], OO, O=C(O)C(F)(F)F. Product: O=C(OOC(=O)C(F)(F)F)C(F)(F)F. As a reaction SMILES: [F:11][C:12]([C:13](=[O:14])[O:15][C:16](=[O:17])[C:18]([F:19])([F:20])[F:21])([F:22])[F:23].[F:3][C:4]([C:5](=[O:6])[O-:7])([F:8])[F:9].[K+:10].[OH:1][OH:2].[OH:24][C:25]([C:26]([F:27])([F:28])[F:29])=[O:30]>>[F:3][C:4]([C:5](=[O:6])[O:7][O:15][C:13]([C:12]([F:11])([F:22])[F:23])=[O:14])([F:8])[F:9]. Reactants: N1(CCOCC1)S(=O)(=O)C1=CC=C(N)C=C1 (4-(Morpholin-4-ylsulfonyl)aniline), P(O)(O)(O)=O (phosphoric acid), [N+](=O)(O)[O-] (nitric acid), N(=O)[O-].[Na+] (sodium nitrite), ice, CC(CC(C)=O)=O (2,4-pentanedione), C(C)(=O)[O-].[K+] (potassium acetate), saturated solution, C(=O)([O-])[O-].[Na+].[Na+] (Na2CO3). Run in C(C)O (ethanol). Reaction conditions: temperature -6 celsius, time 15 minute. Product: N1(CCOCC1)S(=O)(=O)C1=CC=C(C=C1)NN=C(C(C)=O)C(C)=O (3-{[4-(morpholin-4-ylsulfonyl)phenyl]hydrazono}pentane-2,4-dione). Yield: 85.6%. RXN SMILES: [N:1]1([S:7]([C:10]2[CH:16]=[CH:15][C:13]([NH2:14])=[CH:12][CH:11]=2)(=[O:9])=[O:8])[CH2:6][CH2:5][O:4][CH2:3][CH2:2]1.P(=O)(O)(O)O.[N+]([O-])(O)=O.[N:26]([O-])=O.[Na+].[CH3:30][C:31](=[O:36])[CH2:32][C:33](=[O:35])[CH3:34].C([O-])(=O)C.[K+].C([O-])([O-])=O.[Na+].[Na+]>C(O)C>[N:1]1([S:7]([C:10]2[CH:16]=[CH:15][C:13]([NH:14][N:26]=[C:32]([C:31](=[O:36])[CH3:30])[C:33](=[O:35])[CH3:34])=[CH:12][CH:11]=2)(=[O:9])=[O:8])[CH2:2][CH2:3][O:4][CH2:5][CH2:6]1 |f:3.4,6.7,8.9.10|. Reported procedure: 4-(Morpholin-4-ylsulfonyl)aniline (300 mg, 1.24 mmol) was added to a solution of 3 mL of phosphoric acid (85%) and 2 mL of nitric acid (65%) at −6° C. When the mixture reached to room temperature it was cooled to −6° C. and solid sodium nitrite (85 mg, 1.24 mmol) was added during 10 min. Small pieces of ice (50 g) were added into the solution. The mixture was added at 0° C. to a suspension of corresponding 2,4-pentanedione (124 mg, 1.24 mmol) and potassium acetate (20 g) in ethanol (250 mL). The... Reactants: BrBr (Bromine), Cl.O=C1CCC=2C=C(C=NC2N1)/C=C/C(=O)O ((E)-3-(7-Oxo-5,6,7,8-tetrahydro-1,8-naphthyridin-3-yl)-acrylic acid hydrochloride), C(C)(=O)O (acetic acid). Run at time 8 hour. The product is NC1=NC=C(C=C1CO)Br (2-Amino-5-bromo-3-(hydroxymethyl)pyridine), solid. The yield is 84.0%. Reaction SMILES: [Br:1]Br.Cl.O=[C:5]1[NH:14][C:13]2[N:12]=CC(/C=C/C(O)=O)=CC=2[CH2:7][CH2:6]1.[C:20]([OH:23])(=O)[CH3:21]>>[NH2:12][C:13]1[C:21]([CH2:20][OH:23])=[CH:7][C:6]([Br:1])=[CH:5][N:14]=1 |f:1.2|. Procedure: Bromine (8.4 mL, 189.4 mmol) was added dropwise over 1 hour to a solution of 2-amino-3-(hydroxymethyl)pyridine (19.6 g, 157.8 mmol; which may be prepared as described in D1, Step 1) in acetic acid (350 mL) at room temperature. The reaction mixture was then stirred overnight. After concentration to dryness, the residue was partitioned between a saturated solution of potassium carbonate (300 mL) and ethyl acetate (200 mL). The aqueous layer was separated and extracted with ethyl acetate (2×200 mL)... Reactants: C1(=CC(=CC(=C1)C(=O)Cl)C(=O)Cl)C(=O)Cl (1,3,5-benzenetricarboxylic acid chloride), NC=1C=C(C(C(=O)O)=CC1)C(=O)O (4-amino phthalic acid), C([O-])([O-])=O.[Na+].[Na+] (sodium carbonate), [OH-].[Na+] (sodium hydroxide). Run in O (water). Run at time 18 hour. Yields the product [Na+].[Na+].[Na+].[Na+].[Na+].C(=O)(O)C=1C=C(C=C(C1)C(=O)NC=1C=C(C(C(=O)[O-])=CC1)C(=O)[O-])C(=O)NC=1C=C(C(C(=O)[O-])=CC1)C(=O)[O-] (4,4'-[5-Carboxy-1,3-phenylenebis(carbonylimino)]-diphthalic acid pentasodium salt). Reaction SMILES: [NH2:1][C:2]1[CH:3]=[C:4]([C:11]([OH:13])=[O:12])[C:5](=[CH:9][CH:10]=1)[C:6]([OH:8])=[O:7].[OH-:14].[Na+:15].[C:16](=[O:19])([O-:18])[O-].[Na+].[Na+].[C:22]1([C:34](Cl)=[O:35])[CH:27]=[C:26]([C:28](Cl)=[O:29])[CH:25]=[C:24]([C:31](Cl)=[O:32])[CH:23]=1>O>[Na+:15].[Na+:15].[Na+:15].[Na+:15].[Na+:15].[C:34]([C:22]1[CH:27]=[C:26]([C:28]([NH:1][C:2]2[CH:3]=[C:4]([C:11]([O-:13])=[O:12])[C:5](=[CH:9][CH:10]=2)[C:16]([O-:18])=[O:19])=[O:29])[CH:25]=[C:24]([C:31]([NH:1][C:2]2[CH:3]=[C:4]([C:11]([O-:13])=[O:12])[C:5](=[CH:9][CH:10]=2)[C:6]([O-:8])=[O:7])=[O:32])[CH:23]=1)([OH:35])=[O:14] |f:1.2,3.4.5,8.9.10.11.12.13|. Reported procedure: A 2.5 g portion of 4-amino phthalic acid stirred in 100 ml of water is neutralized to pH 7.2 with sodium hydroxide then 1.47 g of sodium carbonate is added. To this solution is added dropwise 1.21 g of 1,3,5-benzenetricarboxylic acid chloride with vigorous stirring. Stirring is continued for 18 hours, then the reaction mixture is concentrated, dissolved in 60 ml of water and acidified with hydrochloric acid. The precipitate is filtered and washed with ethanol and ether to yield 2.8 g of product....